describe an organic reaction: reactants, conditions, products, and yield From a dataset of the Open Reaction Database (ORD), a public repository of structured organic reaction records. The reactants are COc1cc2c(c(Cl)c1Cl)C(=O)C(C)(c1ccc(Cl)cc1)C2=O, Cl, O, c1ccncc1. Yields the product CC1(c2ccc(Cl)cc2)C(=O)c2cc(O)c(Cl)c(Cl)c2C1=O. RXN SMILES: [Cl:1][c:2]1[cH:3][cH:4][c:5]([C:8]2([CH3:23])[C:9](=[O:22])[c:10]3[cH:11][c:12]([O:20][CH3:21])[c:13]([Cl:19])[c:14]([Cl:18])[c:15]3[C:16]2=[O:17])[cH:6][cH:7]1.[ClH:24].[OH2:31].[n:25]1[cH:26][cH:27][cH:28][cH:29][cH:30]1>>[Cl:1][c:2]1[cH:3][cH:4][c:5]([C:8]2([CH3:23])[C:9](=[O:22])[c:10]3[cH:11][c:12]([OH:20])[c:13]([Cl:19])[c:14]([Cl:18])[c:15]3[C:16]2=[O:17])[cH:6][cH:7]1.